From a dataset of the Open Reaction Database (ORD), a public repository of structured organic reaction records. describe an organic reaction: reactants, conditions, products, and yield Starting materials: CC(C)N(NC(=O)c1ccccc1)C(=O)COc1ccc(F)cc1Br, O=C([O-])[O-], CCOc1ccccc1B(O)O, COCCOC, [Na+], [Na+]. Product: CCOc1ccccc1-c1cc(F)ccc1OCC(=O)N(NC(=O)c1ccccc1)C(C)C. RXN SMILES: [Br:1][c:2]1[c:3]([O:4][CH2:5][C:6](=[O:7])[N:8]([NH:9][C:10]([c:11]2[cH:12][cH:13][cH:14][cH:15][cH:16]2)=[O:17])[CH:18]([CH3:19])[CH3:20])[cH:21][cH:22][c:23]([F:25])[cH:24]1.[C:26](=[O:27])([O-:28])[O-:29].[CH2:32]([CH3:33])[O:34][c:35]1[c:36]([B:41]([OH:42])[OH:43])[cH:37][cH:38][cH:39][cH:40]1.[CH3:44][O:45][CH2:46][CH2:47][O:48][CH3:49].[Na+:30].[Na+:31]>>[c:2]1(-[c:36]2[c:35]([O:34][CH2:32][CH3:33])[cH:40][cH:39][cH:38][cH:37]2)[c:3]([O:4][CH2:5][C:6](=[O:7])[N:8]([NH:9][C:10]([c:11]2[cH:12][cH:13][cH:14][cH:15][cH:16]2)=[O:17])[CH:18]([CH3:19])[CH3:20])[cH:21][cH:22][c:23]([F:25])[cH:24]1. Starting materials: CC(C)(C)OC(=O)N1C2CC(CC2O)C1C(=O)N1CCCC1C#N, Cl, C1COCCO1, O. The product is N#CC1CCCN1C(=O)C1NC2CC1CC2O, Cl. RXN SMILES: [C:1](#[N:2])[CH:3]1[N:4]([C:8](=[O:9])[CH:10]2[N:11]([C:18]([O:19][C:20]([CH3:21])([CH3:22])[CH3:23])=[O:24])[CH:12]3[CH:13]([OH:17])[CH2:14][CH:15]2[CH2:16]3)[CH2:5][CH2:6][CH2:7]1.[ClH:25].[O:26]1[CH2:27][CH2:28][O:29][CH2:30][CH2:31]1.[OH2:32]>>[C:1](#[N:2])[CH:3]1[N:4]([C:8](=[O:9])[CH:10]2[NH:11][CH:12]3[CH:13]([OH:17])[CH2:14][CH:15]2[CH2:16]3)[CH2:5][CH2:6][CH2:7]1.[ClH:25]. Isolated yield 16.6%. The reactants are NC1=C(C(=NS1)CC)C#N (5-amino-4 -cyano-3-ethylisothiazole), [Cl-].ClC(=[N+](C)C)Cl (N-(dichloromethylene) -N,N-dimethylammonium chloride). RXN SMILES: [NH2:1][C:2]1[S:6][N:5]=[C:4]([CH2:7][CH3:8])[C:3]=1[C:9]#[N:10].[Cl-].[Cl:12][C:13](Cl)=[N+:14]([CH3:16])[CH3:15]>ClCCl>[C:9]([C:3]1[C:4]([CH2:7][CH3:8])=[N:5][S:6][C:2]=1[N:1]=[C:13]([Cl:12])[N:14]([CH3:16])[CH3:15])#[N:10] |f:1.2|. The product is C(#N)C=1C(=NSC1N=C(N(C)C)Cl)CC (N'-(4-cyano-3-ethyl-5-isothiazolyl)-N,N-dimethylchloroformamidine). The solvent is ClCCl (dichloromethane). Reported procedure: In the manner of Example VI, 7.6 g of 5-amino-4 -cyano-3-ethylisothiazole and 8.1 g of N-(dichloromethylene) -N,N-dimethylammonium chloride were allowed to react in 100 ml of dichloromethane. The volatile materials were evaporated under reduced pressure. The residue was recrystallized twice from cyclohexane to give 2.0 g of N'-(4-cyano-3-ethyl-5-isothiazolyl)-N,N-dimethylchloroformamidine, mp 95°-97°. The nmr spectrum was consistent with the assigned structure. Starting materials: C(C)OC(C(=O)OCC)CC1=CC(=CC=C1)OCCCC1=CC=C(C=C1)OS(=O)(=O)C (ethyl 2-ethoxy-3-{3-[3-(4-methylsulfonyloxyphenyl)propoxy]phenyl}propanoate), [BH4-].[Na+] (sodium borohydride). The product is C(C)OC(CO)CC1=CC(=CC=C1)OCCCC1=CC=C(C=C1)OS(=O)(=O)C (2-Ethoxy-3-{3-[3-(4-methylsulfonyloxyphenyl)propoxy]phenyl}propanol). Yield: 99.0%. As a reaction SMILES: [CH2:1]([O:3][CH:4]([CH2:10][C:11]1[CH:16]=[CH:15][CH:14]=[C:13]([O:17][CH2:18][CH2:19][CH2:20][C:21]2[CH:26]=[CH:25][C:24]([O:27][S:28]([CH3:31])(=[O:30])=[O:29])=[CH:23][CH:22]=2)[CH:12]=1)[C:5](OCC)=[O:6])[CH3:2].[BH4-].[Na+]>>[CH2:1]([O:3][CH:4]([CH2:10][C:11]1[CH:16]=[CH:15][CH:14]=[C:13]([O:17][CH2:18][CH2:19][CH2:20][C:21]2[CH:26]=[CH:25][C:24]([O:27][S:28]([CH3:31])(=[O:29])=[O:30])=[CH:23][CH:22]=2)[CH:12]=1)[CH2:5][OH:6])[CH3:2] |f:1.2|. Procedure details: The compound was synthesised in an analogous method to Example 1 using ethyl 2-ethoxy-3-{3-[3-(4-methylsulfonyloxyphenyl)propoxy]phenyl}propanoate (0.642 g, 1.42 mmol) and sodium borohydride (93.26 mg, 2.47 mmol). The reaction was quenched after 28 hours to give 0.574 g (yield 99%) of the desired product. The reactants are CO, ClCCl, O=C(O)COc1ncc(C(=O)Nc2ccc(F)cc2)cn1, OC1CCCC1. The product is O=C(COc1ncc(C(=O)Nc2ccc(F)cc2)cn1)OC1CCCC1. As a reaction SMILES: [CH3:28][OH:29].[Cl:30][CH2:31][Cl:32].[F:1][c:2]1[cH:3][cH:4][c:5]([NH:8][C:9](=[O:10])[c:11]2[cH:12][n:13][c:14]([O:17][CH2:18][C:19](=[O:20])[OH:21])[n:15][cH:16]2)[cH:6][cH:7]1.[OH:22][CH:23]1[CH2:24][CH2:25][CH2:26][CH2:27]1>>[F:1][c:2]1[cH:3][cH:4][c:5]([NH:8][C:9](=[O:10])[c:11]2[cH:12][n:13][c:14]([O:17][CH2:18][C:19]([O:20][CH:23]3[CH2:24][CH2:25][CH2:26][CH2:27]3)=[O:21])[n:15][cH:16]2)[cH:6][cH:7]1. Run in N1=CC=CC=C1 (pyridine). Procedure: A solution of sym. octahydroacridine-4-carboxamide (1.8 gm.) in pyridine (17 ml.) was treated with hydrogen sulphide for 5 mins. The reaction mixture was treated with phosphorus pentasulphide (1.4 g.) and heated at reflux for 45 mins maintaining a slow stream of hydrogen sulphide throughout. The cooled reaction mixture was evaporated and the residue treated with 10% sodium hydroxide until alkaline. The aqueous solution was extracted with chloroform (3 × 50 ml.) and the combined extracts washed w... Starting materials: C1CCC(C2NC3CC=CC=C3C=C12)C(=O)N (octahydroacridine-4-carboxamide), S (hydrogen sulphide), S (hydrogen sulphide), P12(=S)SP3(=S)SP(=S)(S1)SP(=S)(S2)S3 (phosphorus pentasulphide). RXN SMILES: [CH2:1]1[C:14]2[CH:5]([NH:6][CH:7]3[C:12]([CH:13]=2)=[CH:11][CH:10]=[CH:9][CH2:8]3)[CH:4]([C:15]([NH2:17])=O)[CH2:3][CH2:2]1.S.P12(SP3(SP(SP(S3)(S1)=S)(=S)S2)=S)=[S:20]>N1C=CC=CC=1>[CH2:1]1[C:14]2[CH:5]([NH:6][CH:7]3[C:12]([CH:13]=2)=[CH:11][CH:10]=[CH:9][CH2:8]3)[CH:4]([C:15](=[S:20])[NH2:17])[CH2:3][CH2:2]1. Product: C1CCC(C2NC3CC=CC=C3C=C12)C(N)=S (Octahydroacridine-4-thiocarboxamide).